From a dataset of the Open Reaction Database (ORD), a public repository of structured organic reaction records. describe an organic reaction: reactants, conditions, products, and yield The reactants are CCO, Cc1c[nH]c(Cc2ccccc2[N+](=O)[O-])n1. The product is Cc1c[nH]c(Cc2ccccc2N)n1. RXN SMILES: [CH3:17][CH2:18][OH:19].[CH3:1][c:2]1[n:3][c:4]([CH2:7][c:8]2[c:9]([N+:14]([O-:15])=[O:16])[cH:10][cH:11][cH:12][cH:13]2)[nH:5][cH:6]1>>[CH3:1][c:2]1[n:3][c:4]([CH2:7][c:8]2[c:9]([NH2:14])[cH:10][cH:11][cH:12][cH:13]2)[nH:5][cH:6]1. Starting materials: Cl.Cl.C1=C2[C@@H]3[C@H](CN4C2=C(C=C1)CCC4)CNC3 ((±) -cis-5,6,8,8a,9,10,11,11a-octahydro-4H-pyrido[3,2,1-ij]pyrrolo[3,4-c]quinoline, bis-hydrochloride salt), C(CCC)Br (n-butylbromide), C([O-])([O-])=O.[K+].[K+] (potassium carbonate), [I-].[K+] (potassium iodide), Cl (HCl), CCOCC (ether). The solvent is C(C)(=O)OCC (ethyl acetate), O1CCOCC1 (1,4-dioxane). Run at temperature 90 celsius, time 24 hour. Yields the product Cl.Cl.C(CCC)N1C[C@H]2CN3C4=C(C=CC=C4[C@H]2C1)CCC3 ((±)-cis-10-butyl-5,6,8,8a,9,10,11,11a-octahydro-4H-pyrido[3,2,1-ij]pyrrolo[3,4-c]quinoline, bis-hydrochloride salt). RXN SMILES: [ClH:1].Cl.[CH:3]1[CH:12]=[CH:11][C:10]2[CH2:13][CH2:14][CH2:15][N:8]3[C:9]=2[C:4]=1[C@H:5]1[CH2:18][NH:17][CH2:16][C@H:6]1[CH2:7]3.[CH2:19](Br)[CH2:20][CH2:21][CH3:22].C(=O)([O-])[O-].[K+].[K+].[I-].[K+].Cl.CCOCC>O1CCOCC1.C(OCC)(=O)C>[ClH:1].[ClH:1].[CH2:19]([N:17]1[CH2:18][C@H:5]2[C@H:6]([CH2:7][N:8]3[CH2:15][CH2:14][CH2:13][C:10]4[CH:11]=[CH:12][CH:3]=[C:4]2[C:9]3=4)[CH2:16]1)[CH2:20][CH2:21][CH3:22] |f:0.1.2,4.5.6,7.8,13.14.15|. Procedure details: To a solution of (±)-cis-5,6,8,8a,9,10,11,11a-octahydro-4H-pyrido[3,2,1-ij]pyrrolo[3,4-c]quinoline free base from EXAMPLE 11 (124 mg, 0.58 mmol) in 5 mL of 1,4-dioxane was added n-butylbromide (79 mg, 0.58 mmol), potassium carbonate (160 mg, 1.16 mmol) and potassium iodide (10 mg, 0.06 mmol) The mixture was stirred at 90° C. for 24 h. The reaction was then cooled, diluted with ethyl acetate, washed with brine, dried (Na2SO4) and concentrated. The residue was purified by preparative HPLC (C18 rev... Reactants: [N+](=O)([O-])C1=C(C(=CC=C1)N)N (3-nitrobenzene-1,2-diamine). Reagents/catalysts: [Pd] (palladium on carbon). The solvent is CO (methanol). Product: C1(=C(C(=CC=C1)N)N)N (benzene-1,2,3-triamine). Yield: 100.0%. As a reaction SMILES: [N+:1]([C:4]1[CH:9]=[CH:8][CH:7]=[C:6]([NH2:10])[C:5]=1[NH2:11])([O-])=O>CO.[Pd]>[C:6]1([NH2:10])[CH:7]=[CH:8][CH:9]=[C:4]([NH2:1])[C:5]=1[NH2:11]. Procedure: A solution of 3-nitrobenzene-1,2-diamine at 0.05 mol/1 in methanol was passed through an H-Cube reactor on a cartridge of palladium on carbon with a flow rate of 1 ml/min. After one and a half hours, the product was completely hydrogenated. The solvent was concentrated. 450.7 g of benzene-1,2,3-triamine were obtained in the form of a green oil. Yield>100%. Reactants: C(CCCCCCC\C=C/CCCCCCCC)N (oleylamine), C(C(=C)CC(=O)O)(=O)O (itaconic acid), NCCOCCO (2-(2-aminoethoxy)ethanol). Product: OCCOCC[NH3+].C(CCCCCCC\C=C/CCCCCCCC)N1CC(CC1=O)C(=O)[O-] (N-oleyl-5-oxopyrrolidine-3-carboxylic acid 2-(2-hydroxyethoxy)ethylammonium salt). The yield is 101.0%. Reaction SMILES: [CH2:1]([NH2:19])[CH2:2][CH2:3][CH2:4][CH2:5][CH2:6][CH2:7][CH2:8]/[CH:9]=[CH:10]\[CH2:11][CH2:12][CH2:13][CH2:14][CH2:15][CH2:16][CH2:17][CH3:18].[C:20]([OH:28])(=[O:27])[C:21]([CH2:23][C:24](O)=[O:25])=[CH2:22].[NH2:29][CH2:30][CH2:31][O:32][CH2:33][CH2:34][OH:35]>>[OH:35][CH2:34][CH2:33][O:32][CH2:31][CH2:30][NH3+:29].[CH2:1]([N:19]1[C:24](=[O:25])[CH2:23][CH:21]([C:20]([O-:28])=[O:27])[CH2:22]1)[CH2:2][CH2:3][CH2:4][CH2:5][CH2:6][CH2:7][CH2:8]/[CH:9]=[CH:10]\[CH2:11][CH2:12][CH2:13][CH2:14][CH2:15][CH2:16][CH2:17][CH3:18] |f:3.4|. Procedure: 265 g of oleylamine, 130 g of itaconic acid and 105 g of 2-(2-aminoethoxy)ethanol were used to obtain 485 g of N-oleyl-5-oxopyrrolidine-3-carboxylic acid 2-(2-hydroxyethoxy)ethylammonium salt with The reactants are CS(=O)(=O)SCCOC=1C(=C(C(=O)OCC)C=CC1)C (ethyl 3-(2-methylsulfonylthioethoxy)-2-methylbenzoate), [Cl-].[Cl-].[Cl-].[Al+3] (aluminum trichloride). The solvent is [N+](=O)([O-])C (nitromethane). Conditions: time 45 minute. Product: CC1=C(C=CC=2SCCOC21)C(=O)OCC (Ethyl 8-methyl-2,3-dihydrobenz-1,4-oxathiine-7-carboxylate). RXN SMILES: CS([S:5][CH2:6][CH2:7][O:8][C:9]1[C:10]([CH3:20])=[C:11]([CH:17]=[CH:18][CH:19]=1)[C:12]([O:14][CH2:15][CH3:16])=[O:13])(=O)=O.[Cl-].[Cl-].[Cl-].[Al+3]>[N+](C)([O-])=O>[CH3:20][C:10]1[C:9]2[O:8][CH2:7][CH2:6][S:5][C:19]=2[CH:18]=[CH:17][C:11]=1[C:12]([O:14][CH2:15][CH3:16])=[O:13] |f:1.2.3.4|. Procedure: 1.0 g (3.4 mmol) of ethyl 3-(2-methylsulfonylthioethoxy)-2-methylbenzoate are dissolved in 5 ml of nitromethane. 0.42 g (3.14 mmol) of aluminum trichloride is added. The mixture is stirred for 45 minutes at room temperature. Working-up is carried out by adding 10 ml of 2 N hydrochloric acid and subsequent extraction using MTB ether. The combined organic phases are washed with water and sodium carbonate solution, and dried over sodium sulfate, and the solvent is distilled off. The reactants are BrC=1C=C(C(=NC1)N)OC1=CC=CC=C1 (5-bromo-3-phenoxypyridin-2-amine), C(C1=CC=CC=C1)(=O)N=C=S (benzoyl isothiocyanate). The solvent is C1CCOC1 (THF). Reaction conditions: time 8 hour. Product: C(C1=CC=CC=C1)(=O)NC(=S)NC1=NC=C(C=C1OC1=CC=CC=C1)Br (1-benzoyl-3-(5-bromo-3-phenoxypyridin-2-yl)thiourea). Isolated yield 91.2%. As a reaction SMILES: [Br:1][C:2]1[CH:3]=[C:4]([O:9][C:10]2[CH:15]=[CH:14][CH:13]=[CH:12][CH:11]=2)[C:5]([NH2:8])=[N:6][CH:7]=1.[C:16]([N:24]=[C:25]=[S:26])(=[O:23])[C:17]1[CH:22]=[CH:21][CH:20]=[CH:19][CH:18]=1>C1COCC1>[C:16]([NH:24][C:25]([NH:8][C:5]1[C:4]([O:9][C:10]2[CH:15]=[CH:14][CH:13]=[CH:12][CH:11]=2)=[CH:3][C:2]([Br:1])=[CH:7][N:6]=1)=[S:26])(=[O:23])[C:17]1[CH:22]=[CH:21][CH:20]=[CH:19][CH:18]=1. Procedure details: A 2 L flask was charged with 5-bromo-3-phenoxypyridin-2-amine (64.0 g, 241.4 mmol) and benzoyl isothiocyanate (35.82 mL, 265.6 mmol) in THF (600 mL) and stirred at ambient temperature overnight, then concentrated to about 50 mL. A mixture of Hexanes:EtOAc (9:1) (900 mL) was added with vigorous stirring. The resulting suspension was filtered and the solid was washed with hexanes then dried to afford 1-benzoyl-3-(5-bromo-3-phenoxypyridin-2-yl)thiourea (94.32 g, 91.2% yield) as a yellow solid.